Dataset: the Open Reaction Database (ORD), a public repository of structured organic reaction records. Task: describe an organic reaction: reactants, conditions, products, and yield Reactants: CCCn1c(=O)c2[nH]c(C3CCC(=O)C3)nc2n(CCC)c1=O, CCO. Product: CCCn1c(=O)c2[nH]c(C3CCC(O)C3)nc2n(CCC)c1=O. RXN SMILES: [CH2:1]([CH2:2][CH3:3])[n:4]1[c:5](=[O:6])[n:7]([CH2:21][CH2:22][CH3:23])[c:8]2[n:9][c:10]([CH:15]3[CH2:16][C:17](=[O:20])[CH2:18][CH2:19]3)[nH:11][c:12]2[c:13]1=[O:14].[CH3:24][CH2:25][OH:26]>>[CH2:1]([CH2:2][CH3:3])[n:4]1[c:5](=[O:6])[n:7]([CH2:21][CH2:22][CH3:23])[c:8]2[n:9][c:10]([CH:15]3[CH2:16][CH:17]([OH:20])[CH2:18][CH2:19]3)[nH:11][c:12]2[c:13]1=[O:14]. Starting materials: C[C@H](C1=CC=CC=C1)N ((+)-(R)-α-methylbenzylamine), O1C(CCC2=C1C=CC=C2)C(=O)O (3,4-dihydro-2H-1-benzopyran-2-carboxylic acid). The solvent is C(C)O (ethanol), C(C)O (ethanol). The product is O1[C@H](CCC2=C1C=CC=C2)C(=O)O ((−)-(R)-3,4-dihydro-2H-1-benzopyran-2-carboxylic acid). Isolated yield 13.4%. Reaction SMILES: C[C@@H](N)C1C=CC=CC=1.[O:10]1[C:15]2[CH:16]=[CH:17][CH:18]=[CH:19][C:14]=2[CH2:13][CH2:12][CH:11]1[C:20]([OH:22])=[O:21]>C(O)C>[O:10]1[C:15]2[CH:16]=[CH:17][CH:18]=[CH:19][C:14]=2[CH2:13][CH2:12][C@@H:11]1[C:20]([OH:22])=[O:21]. Reported procedure: A solution of (+)-(R)-α-methylbenzylamine (0.37 mol) in ethanol (100 ml) was added to a solution of 3,4-dihydro-2H-1-benzopyran-2-carboxylic acid (0.36 mol) in ethanol (200 ml). The mixture was allowed to crystallize out. The precipitate was filtered off and dried. The residue was crystallized 4 times from ethanol. The precipitate was filtered off and dried. The residue was taken up in water, treated with HCl 10% and extracted with diethyl ether. The organic layer was separated, dried, filtered ... Yields the product Cc1cn(-c2cc(C(=O)Nc3ccc(C)c(NC(=O)n4ccc5c(Nc6cccc(N(C)C)c6)ncnc54)c3)cc(C(F)(F)F)c2)cn1. Reaction SMILES: [CH2:63]([OH:64])[CH2:65][CH2:66][CH3:67].[CH3:1][c:2]1[c:3]([NH:27][C:28](=[O:29])[n:30]2[cH:31][cH:32][c:33]3[c:34]2[n:35][cH:36][n:37][c:38]3[Cl:39])[cH:4][c:5]([NH:8][C:9]([c:10]2[cH:11][c:12](-[n:20]3[cH:21][n:22][c:23]([CH3:25])[cH:24]3)[cH:13][c:14]([C:16]([F:17])([F:18])[F:19])[cH:15]2)=[O:26])[cH:6][cH:7]1.[CH3:42][N:43]([c:44]1[cH:45][c:46]([NH2:50])[cH:47][cH:48][cH:49]1)[CH3:51].[CH3:52][C:53](=[O:54])[Cl:55].[ClH:40].[ClH:41].[NH2:56][c:57]1[cH:58][cH:59][cH:60][cH:61][cH:62]1>>[CH3:1][c:2]1[c:3]([NH:27][C:28](=[O:29])[n:30]2[cH:31][cH:32][c:33]3[c:34]2[n:35][cH:36][n:37][c:38]3[NH:50][c:46]2[cH:45][c:44]([N:43]([CH3:42])[CH3:51])[cH:49][cH:48][cH:47]2)[cH:4][c:5]([NH:8][C:9]([c:10]2[cH:11][c:12](-[n:20]3[cH:21][n:22][c:23]([CH3:25])[cH:24]3)[cH:13][c:14]([C:16]([F:17])([F:18])[F:19])[cH:15]2)=[O:26])[cH:6][cH:7]1. The reactants are CCCCO, Cc1cn(-c2cc(C(=O)Nc3ccc(C)c(NC(=O)n4ccc5c(Cl)ncnc54)c3)cc(C(F)(F)F)c2)cn1, CN(C)c1cccc(N)c1, CC(=O)Cl, Cl, Cl, Nc1ccccc1. Starting materials: OC1=CC=C2C=NNC(C2=C1)=O (7-Hydroxy-1(2H)-phthalazinone), C(Br)C1CO1 (epibromohydrin). The product is O1C(COC2=CC=C3C=NNC(C3=C2)=O)C1 (7-(2,3-epoxypropoxy)-1(2H)-phthalazinone). Reaction SMILES: [OH:1][C:2]1[CH:11]=[C:10]2[C:5]([CH:6]=[N:7][NH:8][C:9]2=[O:12])=[CH:4][CH:3]=1.[CH2:13]([CH:15]1[O:17][CH2:16]1)Br>>[O:17]1[CH2:16][CH:15]1[CH2:13][O:1][C:2]1[CH:11]=[C:10]2[C:5]([CH:6]=[N:7][NH:8][C:9]2=[O:12])=[CH:4][CH:3]=1. Procedure: 7-Hydroxy-1(2H)-phthalazinone was reacted with epibromohydrin in a similar manner to that described in Example 1(iii) to give 7-(2,3-epoxypropoxy)-1(2H)-phthalazinone, which after recrystallisation from ethyl acetate had m.p. 164°-166°. Reactants: NS(=O)(=O)Cc1ncc(Br)s1, O=C([O-])[O-], Cc1cc(Nc2nccc(C(F)(F)F)n2)cc(B2OC(C)(C)C(C)(C)O2)c1, ClCCl, [Na+], [Na+], C1COCCO1, O. The product is Cc1cc(Nc2nccc(C(F)(F)F)n2)cc(-c2cnc(CS(N)(=O)=O)s2)c1. As a reaction SMILES: [Br:1][c:2]1[cH:3][n:4][c:5]([CH2:7][S:8](=[O:9])(=[O:10])[NH2:11])[s:6]1.[C:45](=[O:46])([O-:47])[O-:48].[CH3:12][c:13]1[cH:14][c:15]([NH:28][c:29]2[n:30][cH:31][cH:32][c:33]([C:35]([F:36])([F:37])[F:38])[n:34]2)[cH:16][c:17]([B:19]2[O:20][C:21]([CH3:22])([CH3:23])[C:24]([CH3:25])([CH3:26])[O:27]2)[cH:18]1.[Cl:52][CH2:53][Cl:54].[Na+:49].[Na+:50].[O:39]1[CH2:40][CH2:41][O:42][CH2:43][CH2:44]1.[OH2:51]>>[c:2]1(-[c:17]2[cH:16][c:15]([NH:28][c:29]3[n:30][cH:31][cH:32][c:33]([C:35]([F:36])([F:37])[F:38])[n:34]3)[cH:14][c:13]([CH3:12])[cH:18]2)[cH:3][n:4][c:5]([CH2:7][S:8](=[O:9])(=[O:10])[NH2:11])[s:6]1. Reactants: Cc1ccc(C(=O)c2ccc(Cc3ccc([N+](=O)[O-])cc3)n2C)c(C)c1, CO, Cl. Yields the product Cc1ccc(C(=O)c2ccc(Cc3ccc(N)cc3)n2C)c(C)c1. RXN SMILES: [CH3:1][c:2]1[c:3]([C:4](=[O:5])[c:6]2[cH:7][cH:8][c:9]([CH2:12][c:13]3[cH:14][cH:15][c:16]([N+:19]([O-:20])=[O:21])[cH:17][cH:18]3)[n:10]2[CH3:11])[cH:22][cH:23][c:24]([CH3:26])[cH:25]1.[CH3:28][OH:29].[ClH:27]>>[CH3:1][c:2]1[c:3]([C:4](=[O:5])[c:6]2[cH:7][cH:8][c:9]([CH2:12][c:13]3[cH:14][cH:15][c:16]([NH2:19])[cH:17][cH:18]3)[n:10]2[CH3:11])[cH:22][cH:23][c:24]([CH3:26])[cH:25]1. The reactants are ClC1=C(C=C(CN2CCC(CC2)N)C=C1)OCC (1-(4-chloro-3-ethoxy-benzyl)piperidin-4-ylamine), COC(C1=CC(C(=O)O)=CC=C1)=O (isophthalic acid monomethyl ester). Product: COC(C1=CC(C(=O)NC2CCN(CC2)CC2=CC(=C(C=C2)Cl)OCC)=CC=C1)=O (N-[1-(4-Chloro-3-ethoxy-benzyl)-piperidin-4-yl]-isophthalamic acid methyl ester). The yield is 92.0%. As a reaction SMILES: [Cl:1][C:2]1[CH:15]=[CH:14][C:5]([CH2:6][N:7]2[CH2:12][CH2:11][CH:10]([NH2:13])[CH2:9][CH2:8]2)=[CH:4][C:3]=1[O:16][CH2:17][CH3:18].[CH3:19][O:20][C:21](=[O:31])[C:22]1[CH:30]=[CH:29][CH:28]=[C:24]([C:25](O)=[O:26])[CH:23]=1>>[CH3:19][O:20][C:21](=[O:31])[C:22]1[CH:30]=[CH:29][CH:28]=[C:24]([C:25]([NH:13][CH:10]2[CH2:11][CH2:12][N:7]([CH2:6][C:5]3[CH:14]=[CH:15][C:2]([Cl:1])=[C:3]([O:16][CH2:17][CH3:18])[CH:4]=3)[CH2:8][CH2:9]2)=[O:26])[CH:23]=1. Reported procedure: The title compound (80 mg, 92%) was prepared analogously to example 8 by coupling of 1-(4-chloro-3-ethoxy-benzyl)piperidin-4-ylamine with isophthalic acid monomethyl ester. MS: 431.6 (MH+). Starting materials: 31B, C(C)OC(CCC1=C(C=C(C=C1)O)C)=O (3-(4-hydroxy-2-methyl-phenyl)-propionic acid ethyl ester), ClCC=1C(=NC(=NC1)C1=CC=C(C=C1)C(F)(F)F)C1CC1 (5-chloromethyl-4-cyclopropyl-2-(4-trifluoromethyl-phenyl)-pyrimidine). Product: C(C)OC(CCC1=C(C=C(C=C1)OCC=1C(=NC(=NC1)C1=CC=C(C=C1)C(F)(F)F)C1CC1)C)=O (3-{4-[4-cyclopropyl-2-(4-trifluoromethyl-phenyl)-pyrimidin-5-ylmethoxy]-2-methyl-phenyl}-propionic acid ethyl ester). Reaction SMILES: [CH2:1]([O:3][C:4](=[O:15])[CH2:5][CH2:6][C:7]1[CH:12]=[CH:11][C:10]([OH:13])=[CH:9][C:8]=1[CH3:14])[CH3:2].Cl[CH2:17][C:18]1[C:19]([CH:34]2[CH2:36][CH2:35]2)=[N:20][C:21]([C:24]2[CH:29]=[CH:28][C:27]([C:30]([F:33])([F:32])[F:31])=[CH:26][CH:25]=2)=[N:22][CH:23]=1>>[CH2:1]([O:3][C:4](=[O:15])[CH2:5][CH2:6][C:7]1[CH:12]=[CH:11][C:10]([O:13][CH2:17][C:18]2[C:19]([CH:34]3[CH2:36][CH2:35]3)=[N:20][C:21]([C:24]3[CH:25]=[CH:26][C:27]([C:30]([F:32])([F:33])[F:31])=[CH:28][CH:29]=3)=[N:22][CH:23]=2)=[CH:9][C:8]=1[CH3:14])[CH3:2]. Reported procedure: In analogy to the procedures described in examples 8A] and 31B], 3-(4-hydroxy-2-methyl-phenyl)-propionic acid ethyl ester was reacted with 5-chloromethyl-4-cyclopropyl-2-(4-trifluoromethyl-phenyl)-pyrimidine (example 27F]) to give 3-{4-[4-cyclopropyl-2-(4-trifluoromethyl-phenyl)-pyrimidin-5-ylmethoxy]-2-methyl-phenyl}-propionic acid ethyl ester, which was subsequently saponified to yield the title compound as colorless solid. Reactants: [OH-].[K+] (potassium hydroxide), ClC1=C(C2=C(CC(O2)(C)C)C=C1)C#N (6-chloro-7-cyano-2,3-dihydro-2,2-dimethylbenzofuran), O (water). The solvent is CC(C)(C)O (2-methyl-2-propanol). The product is NC(=O)C1=C(C=CC=2CC(OC21)(C)C)Cl (7-aminocarbonyl-6-chloro-2,3-dihydro-2,2-dimethylbenzofuran). The yield is 75.7%. RXN SMILES: [Cl:1][C:2]1[CH:12]=[CH:11][C:5]2[CH2:6][C:7]([CH3:10])([CH3:9])[O:8][C:4]=2[C:3]=1[C:13]#[N:14].[OH-:15].[K+].O>CC(O)(C)C>[NH2:14][C:13]([C:3]1[C:4]2[O:8][C:7]([CH3:10])([CH3:9])[CH2:6][C:5]=2[CH:11]=[CH:12][C:2]=1[Cl:1])=[O:15] |f:1.2|. Procedure: A stirred solution of 10.0 grams (0.048 mole) of 6-chloro-7-cyano-2,3-dihydro-2,2-dimethylbenzofuran in 200 mL of 2-methyl-2-propanol was warmed to reflux, and 9.5 grams (0.17 mole) of 85% potassium hydroxide was added in one portion. Upon completion of addition, the reaction mixture was heated at reflux for about 75 minutes. The reaction mixture was then cooled and poured into 400 mL of water that was cooled in an ice bath. The resultant solid was collected by filtration and dried under vacuum,... Reactants: N(=O)N(NC(=O)N)C(C)(C)C(=O)NC(C)(C)C (1-Nitroso-1-(1-tert-butylaminocarbonyl-1-methylethyl) semi-carbazide), C(C)(=O)O (acetic acid). Run in C(Cl)(Cl)Cl (chloroform). Yields the product C(C)(C)(C)NC(=O)C(C)(C)N1[NH2+]OC(=N1)[O-] (3-(1-tert-Butylaminocarbonyl-1-methylethyl)-1,2,3,4-oxatriazolium-5-olate). As a reaction SMILES: [N:1]([N:3]([C:8]([C:11]([NH:13][C:14]([CH3:17])([CH3:16])[CH3:15])=[O:12])([CH3:10])[CH3:9])[NH:4][C:5](N)=[O:6])=[O:2].C(O)(=O)C>C(Cl)(Cl)Cl>[C:14]([NH:13][C:11]([C:8]([N:3]1[N:4]=[C:5]([O-:6])[O:2][NH2+:1]1)([CH3:10])[CH3:9])=[O:12])([CH3:17])([CH3:16])[CH3:15]. Procedure: A mixture of 12.0 g of the compound 4c), 30 ml of glacial acetic acid and 70 ml of chloroform is heated under reflux for 3 h. After cooling to room temperature, it is washed with sodium bicarbonate solution and with water, and the chloroform solution is dried using sodium sulphate and concentrated. The residue is recrystallized from tert-butyl methyl ether.